This data is from the Open Reaction Database (ORD), a public repository of structured organic reaction records. The task is: describe an organic reaction: reactants, conditions, products, and yield Reactants: C(C)OC(=O)C=1C(=C2C(=C(N1)C#N)N(C(=C2Cl)Cl)C2=CC=C(C=C2)OC)O (2,3-dichloro-7-cyano-4-hydroxy-1-(4-methoxy-phenyl)-1H-pyrrolo[2,3-c]pyridine-5-carboxylic acid ethyl ester), NCC(=O)O (glycine), C[O-].[Na+].CO (NaOMe HOMe). The product is ClC1=C(C=2C(=C(N=C(C2O)C(=O)NCC(=O)O)C#N)N1C1=CC=C(C=C1)OC)Cl ({[2,3-Dichloro-7-cyano-4-hydroxy-1-(4-methoxy-phenyl)-1H-pyrrolo[2,3-c]pyridine-5-carbonyl]-amino}-acetic acid). As a reaction SMILES: C(O[C:4]([C:6]1[C:7]([OH:27])=[C:8]2[C:16]([Cl:17])=[C:15]([Cl:18])[N:14]([C:19]3[CH:24]=[CH:23][C:22]([O:25][CH3:26])=[CH:21][CH:20]=3)[C:9]2=[C:10]([C:12]#[N:13])[N:11]=1)=[O:5])C.[NH2:28][CH2:29][C:30]([OH:32])=[O:31].C[O-].[Na+].CO>>[Cl:18][C:15]1[N:14]([C:19]2[CH:24]=[CH:23][C:22]([O:25][CH3:26])=[CH:21][CH:20]=2)[C:9]2=[C:10]([C:12]#[N:13])[N:11]=[C:6]([C:4]([NH:28][CH2:29][C:30]([OH:32])=[O:31])=[O:5])[C:7]([OH:27])=[C:8]2[C:16]=1[Cl:17] |f:2.3.4|. Reported procedure: Prepared in analogy to that of Example 1(e) from 2,3-dichloro-7-cyano-4-hydroxy-1-(4-methoxy-phenyl)-1H-pyrrolo[2,3-c]pyridine-5-carboxylic acid ethyl ester, glycine and NaOMe/HOMe. The title compound, ESI MS (m/z): 435 (M+H)+. The reactants are C12CN(CC(CC1)O2)C=2N=C1N(C(C2)=O)CC[C@H](N1)C(F)(F)F ((8S)-2-(8-oxa-3-azabicyclo[3.2.1]oct-3-yl)-8-trifluoromethyl-6,7,8,9-tetrahydropyrimido[1,2-a]pyrimidin-4-one), C([O-])([O-])=O.[Cs+].[Cs+] (cesium carbonate), BrCCCC1=CC=CC=C1 ((3-bromopropyl)benzene). The solvent is CN(C)C=O (DMF). Conditions: time 2 hour. The product is C12CN(CC(CC1)O2)C=2N=C1N(C(C2)=O)CC[C@H](N1CCCC1=CC=CC=C1)C(F)(F)F ((8S)-2-(8-oxa-3-azabicyclo[3.2.1]oct-3-yl)-9-(3-phenylpropyl)-8-trifluoromethyl-6,7,8,9-tetrahydropyrimido[1,2-a]pyrimidin-4-one). The yield is 36.6%. As a reaction SMILES: [CH:1]12[O:8][CH:5]([CH2:6][CH2:7]1)[CH2:4][N:3]([C:9]1[N:10]=[C:11]3[NH:19][C@H:18]([C:20]([F:23])([F:22])[F:21])[CH2:17][CH2:16][N:12]3[C:13](=[O:15])[CH:14]=1)[CH2:2]2.C(=O)([O-])[O-].[Cs+].[Cs+].Br[CH2:31][CH2:32][CH2:33][C:34]1[CH:39]=[CH:38][CH:37]=[CH:36][CH:35]=1>CN(C=O)C>[CH:1]12[O:8][CH:5]([CH2:6][CH2:7]1)[CH2:4][N:3]([C:9]1[N:10]=[C:11]3[N:19]([CH2:31][CH2:32][CH2:33][C:34]4[CH:39]=[CH:38][CH:37]=[CH:36][CH:35]=4)[C@H:18]([C:20]([F:22])([F:21])[F:23])[CH2:17][CH2:16][N:12]3[C:13](=[O:15])[CH:14]=1)[CH2:2]2 |f:1.2.3|. Reported procedure: A solution of 200 mg (0.61 mmol) of (8S)-2-(8-oxa-3-azabicyclo[3.2.1]oct-3-yl)-8-trifluoromethyl-6,7,8,9-tetrahydropyrimido[1,2-a]pyrimidin-4-one and 790 mg (2.42 mmol) of cesium carbonate in 10 mL of DMF is heated at 90° C. for 10 minutes. After addition of 600 μl (1.21 mmol) of (3-bromopropyl)benzene, the reaction is continued for 2 hours at 90° C. The solvent is evaporated off. The residue is purified by RP18 reverse-phase chromatography (eluent: H2O 100% to CH3CN 100%) to give 100 mg of (8S)... Reported procedure: 4-(Chloromethyl)pyridine (88.1 mg) was added to a solution of (2S)-1-(1,3-benzoxazol-2-yl)-N2-(4-piperidinyl)-2-piperidinecarboxamide (118 mg) [see Example 31], potassium carbonate (56.6 mg) and sodium iodide (6.7 mg) in acetonitrile (10 ml) at 0° C. The reaction mixture was then stirred at room temperature for 18 hours, after which time the solvent was removed under reduced pressure. The crude product was purified by column chromatography on silica gel eluting with a solvent system of 93:7:1, b... Conditions: time 18 hour. The reactants are ClCC1=CC=NC=C1 (4-(Chloromethyl)pyridine), O1C(=NC2=C1C=CC=C2)N2[C@@H](CCCC2)C(=O)NC2CCNCC2 ((2S)-1-(1,3-benzoxazol-2-yl)-N2-(4-piperidinyl)-2-piperidinecarboxamide), C([O-])([O-])=O.[K+].[K+] (potassium carbonate), [I-].[Na+] (sodium iodide). The product is N (ammonia), O1C(=NC2=C1C=CC=C2)N2[C@@H](CCCC2)C(=O)NC2CCN(CC2)CC2=CC=NC=C2 ((2S)-1-(1,3-benzoxazol-2-yl)-N2-[1-(4-pyridinylmethyl)-4-piperidinyl]-2-piperidinecarboxamide). Yield: 10.2%. Run in C(C)#N (acetonitrile). Reaction SMILES: Cl[CH2:2][C:3]1[CH:8]=[CH:7][N:6]=[CH:5][CH:4]=1.[O:9]1[C:13]2[CH:14]=[CH:15][CH:16]=[CH:17][C:12]=2[N:11]=[C:10]1[N:18]1[CH2:23][CH2:22][CH2:21][CH2:20][C@H:19]1[C:24]([NH:26][CH:27]1[CH2:32][CH2:31][NH:30][CH2:29][CH2:28]1)=[O:25].C(=O)([O-])[O-].[K+].[K+].[I-].[Na+]>C(#N)C>[NH3:6].[O:9]1[C:13]2[CH:14]=[CH:15][CH:16]=[CH:17][C:12]=2[N:11]=[C:10]1[N:18]1[CH2:23][CH2:22][CH2:21][CH2:20][C@H:19]1[C:24]([NH:26][CH:27]1[CH2:28][CH2:29][N:30]([CH2:2][C:3]2[CH:8]=[CH:7][N:6]=[CH:5][CH:4]=2)[CH2:31][CH2:32]1)=[O:25] |f:2.3.4,5.6|. Starting materials: C[Si](C)(C)[N-][Si](C)(C)C, CN(C)C=O, OC1CCC(O)(c2cccc(F)c2F)Cc2cccnc21, [Na+], O=C(Oc1ccc([N+](=O)[O-])cc1)N1CCC(n2c(=O)[nH]c3ncccc32)CC1. Yields the product O=C(OC1CCC(O)(c2cccc(F)c2F)Cc2cccnc21)N1CCC(n2c(=O)[nH]c3ncccc32)CC1. As a reaction SMILES: [CH3:51][Si:52]([N-:53][Si:54]([CH3:55])([CH3:56])[CH3:57])([CH3:58])[CH3:59].[CH3:60][N:61]([CH3:62])[CH:63]=[O:64].[F:1][c:2]1[c:3]([C:9]2([OH:21])[CH2:10][c:11]3[c:12]([n:13][cH:14][cH:15][cH:16]3)[CH:17]([OH:20])[CH2:18][CH2:19]2)[cH:4][cH:5][cH:6][c:7]1[F:8].[Na+:50].[O:22]=[c:23]1[n:24]([CH:32]2[CH2:33][CH2:34][N:35]([C:38](=[O:39])[O:40][c:41]3[cH:42][cH:43][c:44]([N+:45]([O-:46])=[O:47])[cH:48][cH:49]3)[CH2:36][CH2:37]2)[c:25]2[c:26]([n:27][cH:28][cH:29][cH:30]2)[nH:31]1>>[F:1][c:2]1[c:3]([C:9]2([OH:21])[CH2:10][c:11]3[c:12]([n:13][cH:14][cH:15][cH:16]3)[CH:17]([O:20][C:38]([N:35]3[CH2:34][CH2:33][CH:32]([n:24]4[c:23](=[O:22])[nH:31][c:26]5[c:25]4[cH:30][cH:29][cH:28][n:27]5)[CH2:37][CH2:36]3)=[O:39])[CH2:18][CH2:19]2)[cH:4][cH:5][cH:6][c:7]1[F:8]. The reactants are CC(C)(C)OC(=O)CBr, CCOC(C)=O, [H-], [Na+], CN(C)C=O, OCc1ccc(O)cn1. Yields the product CC(C)(C)OC(=O)COc1ccc(CO)nc1. As a reaction SMILES: [Br:12][CH2:13][C:14](=[O:15])[O:16][C:17]([CH3:18])([CH3:19])[CH3:20].[CH3:26][CH2:27][O:28][C:29](=[O:30])[CH3:31].[H-:10].[Na+:11].[O:21]=[CH:22][N:23]([CH3:24])[CH3:25].[OH:1][c:2]1[cH:3][cH:4][c:5]([CH2:8][OH:9])[n:6][cH:7]1>>[O:1]([c:2]1[cH:3][cH:4][c:5]([CH2:8][OH:9])[n:6][cH:7]1)[CH2:13][C:14](=[O:15])[O:16][C:17]([CH3:18])([CH3:19])[CH3:20].